Dataset: the Open Reaction Database (ORD), a public repository of structured organic reaction records. Task: describe an organic reaction: reactants, conditions, products, and yield Starting materials: O=Cc1ccc(S(=O)(=O)N(Cc2ncc[nH]2)Cc2ncc[nH]2)cc1, C1CCC(N2CCC3(CCNC3)CC2)CC1, Cl, Cl. The product is O=S(=O)(c1ccc(CN2CCC3(CCN(C4CCCCC4)CC3)C2)cc1)N(Cc1ncc[nH]1)Cc1ncc[nH]1. Reaction SMILES: [CH:1](=[O:2])[c:3]1[cH:4][cH:5][c:6]([S:9](=[O:10])(=[O:11])[N:12]([CH2:13][c:14]2[nH:15][cH:16][cH:17][n:18]2)[CH2:19][c:20]2[nH:21][cH:22][cH:23][n:24]2)[cH:7][cH:8]1.[CH:27]1([N:33]2[CH2:34][CH2:35][C:36]3([CH2:37][CH2:38][NH:39][CH2:40]3)[CH2:41][CH2:42]2)[CH2:28][CH2:29][CH2:30][CH2:31][CH2:32]1.[ClH:25].[ClH:26]>>[CH2:1]([c:3]1[cH:4][cH:5][c:6]([S:9](=[O:10])(=[O:11])[N:12]([CH2:13][c:14]2[nH:15][cH:16][cH:17][n:18]2)[CH2:19][c:20]2[nH:21][cH:22][cH:23][n:24]2)[cH:7][cH:8]1)[N:39]1[CH2:38][CH2:37][C:36]2([CH2:35][CH2:34][N:33]([CH:27]3[CH2:28][CH2:29][CH2:30][CH2:31][CH2:32]3)[CH2:42][CH2:41]2)[CH2:40]1. The reactants are BrC=1C=CC(=C(C#N)C1)C(=O)N1CCN(CC1)C1=NC=C(C=C1C)C (5-bromo-2-[4-(3,5-dimethylpyridin-2-yl)piperazine-1-carbonyl]benzonitrile), C[C@H]1NC(OC1)=O ((R)-4-methyloxazolidin-2-one). Product: C(#N)C=1C=C(C=CC1C(=O)N1CCN(CC1)C1=NC=C(C=C1C)C)N1C(OC[C@H]1C)=O ((R)-3-{3-cyano-4-[4-(3,5-dimethylpyridin-2-yl)piperazine-1-carbonyl]phenyl}-4-methyloxazolidin-2-one). Yield: 77.8%. As a reaction SMILES: Br[C:2]1[CH:3]=[CH:4][C:5]([C:10]([N:12]2[CH2:17][CH2:16][N:15]([C:18]3[C:23]([CH3:24])=[CH:22][C:21]([CH3:25])=[CH:20][N:19]=3)[CH2:14][CH2:13]2)=[O:11])=[C:6]([CH:9]=1)[C:7]#[N:8].[CH3:26][C@@H:27]1[CH2:31][O:30][C:29](=[O:32])[NH:28]1>>[C:7]([C:6]1[CH:9]=[C:2]([N:28]2[C@H:27]([CH3:26])[CH2:31][O:30][C:29]2=[O:32])[CH:3]=[CH:4][C:5]=1[C:10]([N:12]1[CH2:17][CH2:16][N:15]([C:18]2[C:23]([CH3:24])=[CH:22][C:21]([CH3:25])=[CH:20][N:19]=2)[CH2:14][CH2:13]1)=[O:11])#[N:8]. Reported procedure: By reaction and treatment in the same manner as in Example 149 and using 5-bromo-2-[4-(3,5-dimethylpyridin-2-yl)piperazine-1-carbonyl]benzonitrile (399 mg) described in Preparation Example 193 and (R)-4-methyloxazolidin-2-one (121 mg) described in Preparation Example 25, the title compound (326 mg) was obtained.